This data is from the Open Reaction Database (ORD), a public repository of structured organic reaction records. The task is: describe an organic reaction: reactants, conditions, products, and yield Starting materials: [BH4-], O=C([O-])O, CC(C)(C)[Si](C)(C)OC(CCO)C(=O)c1ccc(NC(=O)c2ccccn2)cc1F, CO, [Na+], [Na+]. Yields the product CC(C)(C)[Si](C)(C)OC(CCO)C(O)c1ccc(NC(=O)c2ccccn2)cc1F. As a reaction SMILES: [BH4-:1].[C:33](=[O:34])([OH:35])[O-:36].[C:3]([CH3:4])([CH3:5])([CH3:6])[Si:7]([O:8][CH:9]([C:10](=[O:11])[c:12]1[c:13]([F:27])[cH:14][c:15]([NH:18][C:19](=[O:20])[c:21]2[n:22][cH:23][cH:24][cH:25][cH:26]2)[cH:16][cH:17]1)[CH2:28][CH2:29][OH:30])([CH3:31])[CH3:32].[CH3:38][OH:39].[Na+:2].[Na+:37]>>[C:3]([CH3:4])([CH3:5])([CH3:6])[Si:7]([O:8][CH:9]([CH:10]([OH:11])[c:12]1[c:13]([F:27])[cH:14][c:15]([NH:18][C:19](=[O:20])[c:21]2[n:22][cH:23][cH:24][cH:25][cH:26]2)[cH:16][cH:17]1)[CH2:28][CH2:29][OH:30])([CH3:31])[CH3:32]. Reactants: NC1(CCC1)C1=CC=C(C=C1)C=1C(C=2C(=C3C=NNC3=CC2)OC1C1=CC=CC=C1)=O (3-[4-(1-amino-cyclobutyl)-phenyl]-2-phenyl-7H-pyrano[2,3-e]indazol-4-one), C(C)(C)(C)OC(NC1(CCC1)C1=CC=C(C=C1)C1=C(OC2=C(C1=O)C=CC=1N=C(NC12)C(F)(F)F)C1=CC=CC=C1)=O ({1-[4-(6-oxo-8-phenyl-2-trifluoromethyl-1,6-dihydro-chromeno[7,8-d]imidazol-7-yl)-phenyl]-cyclobutyl}-carbamic acid tert-butyl ester). The product is NC1(CCC1)C1=CC=C(C=C1)C1=C(OC2=C(C1=O)C=CC=1N=C(NC12)C(F)(F)F)C1=CC=CC=C1 (7-[4-(1-Amino-cyclobutyl)-phenyl]-8-phenyl-2-trifluoromethyl-1H-chromeno[7,8-d]imidazol-6-one). Yield: 80.0%. Reaction SMILES: NC1(C2C=CC(C3C(=O)C4C(OC=3C3C=CC=CC=3)=C3C(=CC=4)NN=C3)=CC=2)CCC1.C(OC(=O)[NH:38][C:39]1([C:43]2[CH:48]=[CH:47][C:46]([C:49]3[C:54](=[O:55])[C:53]4[CH:56]=[CH:57][C:58]5[N:59]=[C:60]([C:63]([F:66])([F:65])[F:64])[NH:61][C:62]=5[C:52]=4[O:51][C:50]=3[C:67]3[CH:72]=[CH:71][CH:70]=[CH:69][CH:68]=3)=[CH:45][CH:44]=2)[CH2:42][CH2:41][CH2:40]1)(C)(C)C>>[NH2:38][C:39]1([C:43]2[CH:48]=[CH:47][C:46]([C:49]3[C:54](=[O:55])[C:53]4[CH:56]=[CH:57][C:58]5[N:59]=[C:60]([C:63]([F:66])([F:65])[F:64])[NH:61][C:62]=5[C:52]=4[O:51][C:50]=3[C:67]3[CH:68]=[CH:69][CH:70]=[CH:71][CH:72]=3)=[CH:45][CH:44]=2)[CH2:42][CH2:41][CH2:40]1. Procedure details: Following the procedure used to prepare 3-[4-(1-amino-cyclobutyl)-phenyl]-2-phenyl-7H-pyrano[2,3-e]indazol-4-one, {1-[4-(6-oxo-8-phenyl-2-trifluoromethyl-1,6-dihydro-chromeno[7,8-d]imidazol-7-yl)-phenyl]-cyclobutyl}-carbamic acid tert-butyl ester was reacted to give the title compound as a yellow solid (25 mg, 80%). 1H NMR (400 MHz, DMSO-d6): δ 7.65 (d, J=9.0 Hz, 1H), 7.56 (d, J=9.0 Hz, 1H), 7.50-7.47 (m, 2H), 7.45-7.31 (m, 7H), 2.65-2.56 (m, 2H), 2.53-2.44 (m, 2H), 2.21-2.09 (m, 1H), 1.88-1.76 ... Starting materials: C(CC(C)C)=O (isovaleraldehyde), CC(CO)CO (2-methylpropane-1,3-diol). Solvent: 3. The product is C(C(C)C)C1OCC(CO1)C (2-isobutyl-5-methyl-1,3-dioxane). As a reaction SMILES: [CH:1](=[O:6])[CH2:2][CH:3]([CH3:5])[CH3:4].[CH3:7][CH:8]([CH2:11]O)[CH2:9][OH:10]>>[CH2:2]([CH:1]1[O:10][CH2:9][CH:8]([CH3:11])[CH2:7][O:6]1)[CH:3]([CH3:5])[CH3:4]. Reported procedure: 2-isobutyl-5-methyl-1,3-dioxane was prepared on a laboratory scale by acid catalysed condensation of isovaleraldehyde and 2-methylpropane-1,3-diol using a 1 litre 3 necked flask equipped with a Dean and Stark condenser, a thermometer and a mechanical stirrer. The reaction scheme is shown in FIG. 1.